describe an organic reaction: reactants, conditions, products, and yield From a dataset of the Open Reaction Database (ORD), a public repository of structured organic reaction records. Starting materials: Bromonitrile, O1CCOC12CCNCC2 (1,4-dioxa-8-aza-spiro[4.5]decane), C(C)N(C(C)C)C(C)C (ethyldiisopropylamine), O (Water). The solvent is ClCCl (dichloromethane), O1CCCC1 (tetrahydrofuran). Yields the product O1CCOC12CCN(CC2)C#N (1,4-Dioxa-8-aza-spiro[4.5]decane-8-carbonitrile). Reaction SMILES: [O:1]1[C:5]2([CH2:10][CH2:9][NH:8][CH2:7][CH2:6]2)[O:4][CH2:3][CH2:2]1.[CH2:11]([N:13](C(C)C)C(C)C)C.O>ClCCl.O1CCCC1>[O:1]1[C:5]2([CH2:10][CH2:9][N:8]([C:11]#[N:13])[CH2:7][CH2:6]2)[O:4][CH2:3][CH2:2]1. Reported procedure: Bromonitrile (11.12 g) is added to a mixture of 1,4-dioxa-8-aza-spiro[4.5]decane (10.00 g) and ethyldiisopropylamine (59.92 mL) in dichloromethane (125 mL) and tetrahydrofuran (125 mL). The reaction mixture is stirred over night at room temperature. Water is added and the organic phase is separated, dried over Na2SO4 and concentrated in vacuo to give the title compound. TLC: rf=0.80 (aluminum oxide, ethyl acetate/petrol ether 3:1); Mass spectrum (ESI+): m/z=169 [M+H]+. Reactants: BrC1=CC=C(C=C1)O (4-bromophenol), C1(CCCC1)Br (cyclopentylbromide), [OH-].[Na+] (NaOH), CN(C)C=O (DMF). The solvent is O (water). Run at temperature 100 celsius, time 13.5 hour. The product is BrC1=CC=C(C=C1)OC1CCCC1 (1-Bromo-4-cyclopentoxybenzene). Yield: 83.3%. Reaction SMILES: [Br:1][C:2]1[CH:7]=[CH:6][C:5]([OH:8])=[CH:4][CH:3]=1.[CH:9]1(Br)[CH2:13][CH2:12][CH2:11][CH2:10]1.[OH-].[Na+].CN(C=O)C>O>[Br:1][C:2]1[CH:7]=[CH:6][C:5]([O:8][CH:9]2[CH2:13][CH2:12][CH2:11][CH2:10]2)=[CH:4][CH:3]=1 |f:2.3|. Procedure: A mixture of 4-bromophenol (40 g, 231 mmol), cyclopentylbromide (50 ml, 462 mmol), NaOH (18.5 g, 462 mmol) and DMF (150 mL) was stirred at 100° C. for 13.5 h, poured into water (300 mL) and extracted with t-BuOMe (4×100 mL). The combined organic extracts were washed with water (2×100 mL), brine, dried (Na2SO4), concentrated and distilled in vacuo to yield the sub-title compound (46.4 g, 94%). Reactants: BrC=1C=C(C(=NC1)F)[C@H]1NC(O[C@@H]1C1=CC(=CC=C1)F)=O ((4R,5R)-4-(5-bromo-2-fluoropyridin-3-yl)-5-(3-fluorophenyl)oxazolidin-2-one), C1(=CC=CC=C1)P(C1=CC=CC=C1)C1=CC=CC=C1 (triphenylphosphine), C(#C)[Si](C)(C)C (ethynyltrimethylsilane). Reagents/catalysts: [Cu]I (copper(I) iodide), Cl[Pd]([P](C1=CC=CC=C1)(C2=CC=CC=C2)C3=CC=CC=C3)([P](C4=CC=CC=C4)(C5=CC=CC=C5)C6=CC=CC=C6)Cl (bis(triphenylphosphine)palladium(II) chloride). The solvent is C(C)N(CC)CC (triethylamine). Reaction conditions: temperature 90 celsius. Yields the product FC1=NC=C(C=C1[C@H]1NC(O[C@@H]1C1=CC(=CC=C1)F)=O)C#C[Si](C)(C)C ((4R,5R)-4-(2-fluoro-5-((trimethylsilyl)ethynyl)pyridin-3-yl)-5-(3-fluorophenyl)oxazolidin-2-one). Yield: 69.9%. RXN SMILES: Br[C:2]1[CH:3]=[C:4]([C@@H:9]2[C@@H:13]([C:14]3[CH:19]=[CH:18][CH:17]=[C:16]([F:20])[CH:15]=3)[O:12][C:11](=[O:21])[NH:10]2)[C:5]([F:8])=[N:6][CH:7]=1.C1(P(C2C=CC=CC=2)C2C=CC=CC=2)C=CC=CC=1.[C:41]([Si:43]([CH3:46])([CH3:45])[CH3:44])#[CH:42]>[Cu]I.Cl[Pd](Cl)([P](C1C=CC=CC=1)(C1C=CC=CC=1)C1C=CC=CC=1)[P](C1C=CC=CC=1)(C1C=CC=CC=1)C1C=CC=CC=1.C(N(CC)CC)C>[F:8][C:5]1[C:4]([C@@H:9]2[C@@H:13]([C:14]3[CH:19]=[CH:18][CH:17]=[C:16]([F:20])[CH:15]=3)[O:12][C:11](=[O:21])[NH:10]2)=[CH:3][C:2]([C:42]#[C:41][Si:43]([CH3:46])([CH3:45])[CH3:44])=[CH:7][N:6]=1 |^1:51,70|. Procedure details: To a sealable microwave vial was added (4R,5R)-4-(5-bromo-2-fluoropyridin-3-yl)-5-(3-fluorophenyl)oxazolidin-2-one (105 mg, 0.296 mmol), copper(I) iodide (1.689 mg, 8.87 μmol), triphenylphosphine (23.26 mg, 0.089 mmol) and triethylamine (4 mL). The solution was stirred and ethynyltrimethylsilane (43.6 mg, 0.443 mmol) was added and the reaction mixture was degassed with nitrogen for 10 min. To this mixture was added bis(triphenylphosphine)palladium(II) chloride (4.15 mg, 5.91 μmol) in one portion... Starting materials: OC(CCCCC)C=1C=C(OCC2=NC3=CC=CC=C3C=C2)C=CC1 (2-[3-(1-hydroxyhexyl)phenoxymethyl]quinoline), [H-].[Na+] (sodium hydride), CI (Methyl iodide). The solvent is CCOCC (ether), C(C)OCC (ethyl ether). Run at time 3 day. Product: COC(CCCCC)C=1C=C(OCC2=NC3=CC=CC=C3C=C2)C=CC1 (2-[3-(1-Methoxyhexyl)phenoxymethyl]quinoline). As a reaction SMILES: [H-].[Na+].[OH:3][CH:4]([C:10]1[CH:11]=[C:12]([CH:25]=[CH:26][CH:27]=1)[O:13][CH2:14][C:15]1[CH:24]=[CH:23][C:22]2[C:17](=[CH:18][CH:19]=[CH:20][CH:21]=2)[N:16]=1)[CH2:5][CH2:6][CH2:7][CH2:8][CH3:9].[CH3:28]I>C(OCC)C>[CH3:28][O:3][CH:4]([C:10]1[CH:11]=[C:12]([CH:25]=[CH:26][CH:27]=1)[O:13][CH2:14][C:15]1[CH:24]=[CH:23][C:22]2[C:17](=[CH:18][CH:19]=[CH:20][CH:21]=2)[N:16]=1)[CH2:5][CH2:6][CH2:7][CH2:8][CH3:9] |f:0.1|. Reported procedure: To a suspension of sodium hydride (0.5 g) in ethyl ether at 0° C. is added 2-[3-(1-hydroxyhexyl)phenoxymethyl]quinoline (1.8 g) in ether. The mixture is allowed to warm to room temperature. Methyl iodide (0.6 ml) is added and the reaction is stirred at room temperature for three days. The reaction mixture is quenched with saturated aqueous ammonium chloride and extracted with ethyl ether. The organic extract is washed with water, dried (MgSO4) and concentrated to an oil, which is purified by HPL... Starting materials: Cc1ccccc1, CCOC(=O)C(C(C)C)C(O)(c1ccc(F)cc1)c1ccc(F)cc1, Cc1ccc(S(=O)(=O)O)cc1. Product: CCOC(=O)C(=C(c1ccc(F)cc1)c1ccc(F)cc1)C(C)C. Reaction SMILES: [CH3:37][c:38]1[cH:39][cH:40][cH:41][cH:42][cH:43]1.[F:1][c:2]1[cH:3][cH:4][c:5]([C:8]([CH:9]([C:10](=[O:11])[O:12][CH2:13][CH3:14])[CH:15]([CH3:16])[CH3:17])([OH:18])[c:19]2[cH:20][cH:21][c:22]([F:25])[cH:23][cH:24]2)[cH:6][cH:7]1.[c:26]1([CH3:27])[cH:28][cH:29][c:30]([S:31]([OH:32])(=[O:33])=[O:34])[cH:35][cH:36]1>>[F:1][c:2]1[cH:3][cH:4][c:5]([C:8](=[C:9]([C:10](=[O:11])[O:12][CH2:13][CH3:14])[CH:15]([CH3:16])[CH3:17])[c:19]2[cH:20][cH:21][c:22]([F:25])[cH:23][cH:24]2)[cH:6][cH:7]1. The reactants are C([O-])([O-])=O.[K+].[K+] (potassium carbonate), COC(C1=CC=C(C=C1)O)=O (4-hydroxybenzoic acid methyl ester), ClCCCl (1,2-dichloroethane), C([O-])([O-])=O.[K+].[K+] (potassium carbonate), CS(=O)C (dimethylsulfoxide), C([O-])([O-])=O.[K+].[K+] (potassium carbonate). Solvent: O (water). Reaction conditions: time 1 hour. Yields the product COC(C1=CC=C(C=C1)OCCCl)=O (4-(2-Chloroethoxy)benzoic acid methyl ester). Reaction SMILES: [CH3:1][O:2][C:3](=[O:11])[C:4]1[CH:9]=[CH:8][C:7]([OH:10])=[CH:6][CH:5]=1.C(=O)([O-])[O-].[K+].[K+].CS(C)=O.[Cl:22][CH2:23][CH2:24]Cl>O>[CH3:1][O:2][C:3](=[O:11])[C:4]1[CH:9]=[CH:8][C:7]([O:10][CH2:24][CH2:23][Cl:22])=[CH:6][CH:5]=1 |f:1.2.3|. Reported procedure: 4-hydroxybenzoic acid methyl ester (1.52 g, 10 mmol), anhydrous potassium carbonate (1.38 g, 10 mmol), 10 ml of dimethylsulfoxide, and 20 ml of 1,2-dichloroethane are combined and heated to reflux. HPLC shows the reaction is at equilibrium at about 1 hour. Therefore, another equivalent of potassium carbonate is added. After the second addition of potassium carbonate, the ratio of product to bis alkylated biproduct is greatly enhanced. The reaction mixture is cooled to room temperature and dilute... Starting materials: COC=1C(=C(CC2=CC(=C(C(=O)O)C=C2)C2=CC=CC=C2)C(=C(C1OC)OC)OC)C (4-(3,4,5,6-Tetramethoxy-2-methylbenzyl)-2-phenylbenzoic acid), O=[N+]([O-])[O-].[O-][N+]([O-])=O.[O-][N+]([O-])=O.[O-][N+]([O-])=O.[O-][N+]([O-])=O.[O-][N+]([O-])=O.[Ce+4].[NH4+].[NH4+] (CAN). Run in O (water), C(C)#N (acetonitrile), O (water). Conditions: time 1 hour. The product is COC=1C(C(=C(C(C1OC)=O)CC1=CC(=C(C(=O)O)C=C1)C1=CC=CC=C1)C)=O (4-(5,6-Dimethoxy-3-methyl-1,4-benzoquinon-2-yl)methyl-2-phenylbenzoic acid). Isolated yield 11.7%. As a reaction SMILES: C[O:2][C:3]1[C:4]([CH3:31])=[C:5]([C:22]([O:29]C)=[C:23]([O:27][CH3:28])[C:24]=1[O:25][CH3:26])[CH2:6][C:7]1[CH:15]=[CH:14][C:10]([C:11]([OH:13])=[O:12])=[C:9]([C:16]2[CH:21]=[CH:20][CH:19]=[CH:18][CH:17]=2)[CH:8]=1.O=[N+]([O-])[O-].[O-][N+](=O)[O-].[O-][N+](=O)[O-].[O-][N+](=O)[O-].[O-][N+](=O)[O-].[O-][N+](=O)[O-].[Ce+4].[NH4+].[NH4+]>C(#N)C.O>[CH3:26][O:25][C:24]1[C:3](=[O:2])[C:4]([CH3:31])=[C:5]([CH2:6][C:7]2[CH:15]=[CH:14][C:10]([C:11]([OH:13])=[O:12])=[C:9]([C:16]3[CH:21]=[CH:20][CH:19]=[CH:18][CH:17]=3)[CH:8]=2)[C:22](=[O:29])[C:23]=1[O:27][CH3:28] |f:1.2.3.4.5.6.7.8.9|. Procedure: 4-(3,4,5,6-Tetramethoxy-2-methylbenzyl)-2-phenylbenzoic acid (76 mg, 1.1800 mmol) was dissolved in a mixed solvent of acetonitrile (3 ml) and water (1 ml), then CAN (247 mg, 0.4507 mmol) was added thereto at room temperature and the mixture was stirred for 1 hour. The reaction solution was poured into water and extracted with ethyl acetate. The extract was washed with water and dried and the solvent was evaporated therefrom. The residue was purified by silica gel column chromatography (5% methan...